From a dataset of the Open Reaction Database (ORD), a public repository of structured organic reaction records. describe an organic reaction: reactants, conditions, products, and yield Starting materials: CCN1CCN(CC#CC(=O)O)CC1, CN1CCOCC1, CC(C)COC(=O)Cl, N#Cc1cnc2ccc(N)cc2c1Nc1cccc(Br)c1, c1ccncc1. Product: CCN1CCN(CC#CC(=O)Nc2ccc3ncc(C#N)c(Nc4cccc(Br)c4)c3c2)CC1. As a reaction SMILES: [CH2:9]([CH3:10])[N:11]1[CH2:12][CH2:13][N:14]([CH2:17][C:18]#[C:19][C:20](=[O:21])[OH:22])[CH2:15][CH2:16]1.[CH3:23][N:24]1[CH2:25][CH2:26][O:27][CH2:28][CH2:29]1.[Cl:1][C:2]([O:3][CH2:4][CH:5]([CH3:6])[CH3:7])=[O:8].[NH2:30][c:31]1[cH:32][c:33]2[c:34]([NH:43][c:44]3[cH:45][c:46]([Br:50])[cH:47][cH:48][cH:49]3)[c:35]([C:41]#[N:42])[cH:36][n:37][c:38]2[cH:39][cH:40]1.[cH:51]1[cH:52][cH:53][n:54][cH:55][cH:56]1>>[CH2:9]([CH3:10])[N:11]1[CH2:12][CH2:13][N:14]([CH2:17][C:18]#[C:19][C:20](=[O:22])[NH:30][c:31]2[cH:32][c:33]3[c:34]([NH:43][c:44]4[cH:45][c:46]([Br:50])[cH:47][cH:48][cH:49]4)[c:35]([C:41]#[N:42])[cH:36][n:37][c:38]3[cH:39][cH:40]2)[CH2:15][CH2:16]1. Reactants: Cl (hydrochloric acid), COC(=O)C1=NC=C(C(=N1)C1=CC(=C(C=C1)Cl)Cl)OCC(F)(F)F (4-(3,4-dichloro-phenyl)-5-(2,2,2-trifluoro-ethoxy)-pyrimidine-2-carboxylic acid methyl ester), solution, [OH-].[Li+] (lithium hydroxide). Solvent: O1CCCC1 (tetrahydrofuran), O (water). Reaction conditions: time 1 hour. The product is ClC=1C=C(C=CC1Cl)C1=NC(=NC=C1OCC(F)(F)F)C(=O)O (4-(3,4-Dichloro-phenyl)-5-(2,2,2-trifluoro-ethoxy)-pyrimidine-2-carboxylic acid). The yield is 97.5%. RXN SMILES: C[O:2][C:3]([C:5]1[N:10]=[C:9]([C:11]2[CH:16]=[CH:15][C:14]([Cl:17])=[C:13]([Cl:18])[CH:12]=2)[C:8]([O:19][CH2:20][C:21]([F:24])([F:23])[F:22])=[CH:7][N:6]=1)=[O:4].[OH-].[Li+].Cl>O1CCCC1.O>[Cl:18][C:13]1[CH:12]=[C:11]([C:9]2[C:8]([O:19][CH2:20][C:21]([F:23])([F:24])[F:22])=[CH:7][N:6]=[C:5]([C:3]([OH:4])=[O:2])[N:10]=2)[CH:16]=[CH:15][C:14]=1[Cl:17] |f:1.2|. Procedure details: To a solution of 3.79 g 4-(3,4-dichloro-phenyl)-5-(2,2,2-trifluoro-ethoxy)-pyrimidine-2-carboxylic acid methyl ester in 28 mL tetrahydrofuran was added 13 mL of a 1M solution of lithium hydroxide in water and the mixture was stirred at room temperature for 1 h. The reaction mixture was acidified by addition of 1M hydrochloric acid. The precipitate was collected by filtration washed with water and dried to constant weight under high vacuum to yield 3.561 g (97.55%) of the title compound as white ... Reactants: COC(CNCCCN1CCC2(CC2)C(O)C1)OC, CC(Nc1ccc(F)c(Cl)c1)C(=O)O, COC(CN(CCCN1CCC2(CC2)C(O)C1)C(=O)C(C)Nc1ccc(F)c(Cl)c1)OC. Product: CC1C(=O)N(CCCN2CCC3(CC3)C(O)C2)CCN1c1ccc(F)c(Cl)c1. As a reaction SMILES: [CH3:15][O:16][CH:17]([O:18][CH3:19])[CH2:20][NH:21][CH2:22][CH2:23][CH2:24][N:25]1[CH2:26][CH2:27][C:28]2([CH2:29][CH2:30]2)[CH:31]([OH:32])[CH2:33]1.[Cl:1][c:2]1[cH:3][c:4]([NH:5][CH:6]([CH3:7])[C:8]([OH:9])=[O:10])[cH:11][cH:12][c:13]1[F:14].[Cl:34][c:35]1[cH:36][c:37]([NH:42][CH:43]([C:44](=[O:45])[N:46]([CH2:47][CH2:48][CH2:49][N:50]2[CH2:51][CH:52]([OH:58])[C:53]3([CH2:54][CH2:55]3)[CH2:56][CH2:57]2)[CH2:59][CH:60]([O:61][CH3:62])[O:63][CH3:64])[CH3:65])[cH:38][cH:39][c:40]1[F:41]>>[Cl:34][c:35]1[cH:36][c:37]([N:42]2[CH:43]([CH3:65])[C:44](=[O:45])[N:46]([CH2:47][CH2:48][CH2:49][N:50]3[CH2:51][CH:52]([OH:58])[C:53]4([CH2:54][CH2:55]4)[CH2:56][CH2:57]3)[CH2:59][CH2:60]2)[cH:38][cH:39][c:40]1[F:41]. Reactants: Cc1ccc(N2CCN(C(=O)c3ccc(Br)cc3F)CC2)nc1, O=C1N=CCO1. Product: Cc1ccc(N2CCN(C(=O)c3ccc(N4CCOC4=O)cc3F)CC2)nc1. Reaction SMILES: [Br:1][c:2]1[cH:3][c:4]([F:23])[c:5]([C:8](=[O:9])[N:10]2[CH2:11][CH2:12][N:13]([c:16]3[n:17][cH:18][c:19]([CH3:22])[cH:20][cH:21]3)[CH2:14][CH2:15]2)[cH:6][cH:7]1.[O:24]1[C:25](=[O:29])[N:26]=[CH:27][CH2:28]1>>[c:2]1([N:26]2[C:25](=[O:29])[O:24][CH2:28][CH2:27]2)[cH:3][c:4]([F:23])[c:5]([C:8](=[O:9])[N:10]2[CH2:11][CH2:12][N:13]([c:16]3[n:17][cH:18][c:19]([CH3:22])[cH:20][cH:21]3)[CH2:14][CH2:15]2)[cH:6][cH:7]1.